This data is from the Open Reaction Database (ORD), a public repository of structured organic reaction records. The task is: describe an organic reaction: reactants, conditions, products, and yield The reactants are [Br-], [Br-], [Br-], CC(=O)c1ncc(Br)cc1C(F)(F)F, C1CCOC1, C[N+](C)(C)c1ccccc1, C[N+](C)(C)c1ccccc1, C[N+](C)(C)c1ccccc1. The product is O=C(CBr)c1ncc(Br)cc1C(F)(F)F. Reaction SMILES: [Br-:15].[Br-:16].[Br-:17].[Br:1][c:2]1[cH:3][c:4]([C:11]([F:12])([F:13])[F:14])[c:5]([C:8]([CH3:9])=[O:10])[n:6][cH:7]1.[CH2:48]1[O:49][CH2:50][CH2:51][CH2:52]1.[c:18]1([N+:19]([CH3:20])([CH3:21])[CH3:22])[cH:23][cH:24][cH:25][cH:26][cH:27]1.[c:28]1([N+:29]([CH3:30])([CH3:31])[CH3:32])[cH:33][cH:34][cH:35][cH:36][cH:37]1.[c:38]1([N+:39]([CH3:40])([CH3:41])[CH3:42])[cH:43][cH:44][cH:45][cH:46][cH:47]1>>[Br:1][c:2]1[cH:3][c:4]([C:11]([F:12])([F:13])[F:14])[c:5]([C:8]([CH2:9][Br:15])=[O:10])[n:6][cH:7]1. RXN SMILES: [F:1][C:2]1[CH:3]=[CH:4][C:5]([C:11]([F:14])([F:13])[F:12])=[C:6]([CH:10]=1)[C:7]([OH:9])=[O:8].[Si](C=[N+]=[N-])(C)(C)[CH3:16]>C(Cl)(Cl)Cl.CO.CCOCC>[F:1][C:2]1[CH:3]=[CH:4][C:5]([C:11]([F:12])([F:13])[F:14])=[C:6]([CH:10]=1)[C:7]([O:9][CH3:16])=[O:8]. The solvent is C(Cl)(Cl)Cl (chloroform), CO (methanol), CCOCC (ether). Procedure details: To a solution of 5-fluoro-2-(trifluoromethyl)benzoic acid (2.0 g, 9.62 mmol, Aldrich) in a mixture of chloroform and methanol (1:1, 40 ml) was added a 2 M solution of TMS-diazomethane in ether (approximately 8 ml) dropwise, in portions over about 1 h, allowing the solution to cool down between additions. The solution was evaporated in vacuo. To the residue was added chloroform (approximately 40 ml) and the solvent removed in vacuo to give methyl 5-fluoro-2-(trifluoromethyl)benzoate as a colourle... Conditions: time 1 hour. The product is FC=1C=CC(=C(C(=O)OC)C1)C(F)(F)F (methyl 5-fluoro-2-(trifluoromethyl)benzoate), oil. Starting materials: FC=1C=CC(=C(C(=O)O)C1)C(F)(F)F (5-fluoro-2-(trifluoromethyl)benzoic acid), solution, [Si](C)(C)(C)C=[N+]=[N-] (TMS-diazomethane). Starting materials: ClC=1C(=NOC1NS(=O)(=O)C1=C(SC=C1)C(=O)NC1=NN=C(S1)C)C (N-(4-chloro-3-methyl-5-isoxazolyl)-2-[(2-methyl-1,3,4-thiadiazol-5-yl)aminocarbonyl]thiophene-3-sulfonamide), COC1=CC(=C(N)C=C1)C (4-methoxy-2-methylaniline). Run in N1=CC=CC=C1 (pyridine). Product: ClC=1C(=NOC1NS(=O)(=O)C1=C(SC=C1)C(=O)NC1=C(C=C(C=C1)OC)C)C (N-(4-chloro-3-methyl-5-isoxazolyl)-2-[(4-methoxy-2-methylphenyl)aminocarbonyl]thiophene-3-sulfonamide), powder. Isolated yield 66.0%. RXN SMILES: [Cl:1][C:2]1[C:3]([CH3:25])=[N:4][O:5][C:6]=1[NH:7][S:8]([C:11]1[CH:15]=[CH:14][S:13][C:12]=1[C:16]([NH:18][C:19]1SC(C)=NN=1)=[O:17])(=[O:10])=[O:9].[CH3:26][O:27][C:28]1[CH:34]=[CH:33][C:31](N)=[C:30](C)[CH:29]=1>N1C=CC=CC=1>[Cl:1][C:2]1[C:3]([CH3:25])=[N:4][O:5][C:6]=1[NH:7][S:8]([C:11]1[CH:15]=[CH:14][S:13][C:12]=1[C:16]([NH:18][C:19]1[CH:33]=[CH:34][C:28]([O:27][CH3:26])=[CH:29][C:30]=1[CH3:31])=[O:17])(=[O:9])=[O:10]. Procedure: N-(4-chloro-3-methyl-5-isoxazolyl)-2-[(4-methoxy-2-methylphenyl)aminocarbonyl]thiophene-3-sulfonamide was prepared by the method set forth for N-(4-chloro-3-methyl-5-isoxazolyl)-2-[(2-methyl-1,3,4-thiadiazol-5-yl)aminocarbonyl]thiophene-3-sulfonamide (EXAMPLE 150), except that 4-methoxy-2-methylaniline was used instead of 2-amino-5-methyl-1,3,4-thiadiazole and that pyridine was not used. The title compound was obtained via HPLC purification as a dull yellow powder (66% yield, m.p. 58°-62° C.). Starting materials: Cc1ccc([N+](=O)[O-])c(CO)c1C, CCOCC, ClCCl, O=[Cr](=O)([O-])Cl, c1cc[nH+]cc1. Product: Cc1ccc([N+](=O)[O-])c(C=O)c1C. Reaction SMILES: [CH3:1][c:2]1[c:3]([CH2:12][OH:13])[c:4]([N+:9](=[O:10])[O-:11])[cH:5][cH:6][c:7]1[CH3:8].[CH3:28][CH2:29][O:30][CH2:31][CH3:32].[Cl:25][CH2:26][Cl:27].[O:14]=[Cr:15]([Cl:16])([O-:17])=[O:18].[nH+:19]1[cH:20][cH:21][cH:22][cH:23][cH:24]1>>[CH3:1][c:2]1[c:3]([CH:12]=[O:13])[c:4]([N+:9](=[O:10])[O-:11])[cH:5][cH:6][c:7]1[CH3:8]. Starting materials: C(#N)C1CC=2N(C3=CC=CC=C3C2C=2C(OC(C2C2=CN(C3=CC=CC=C23)C)=O)=O)CC1 (3-[8-cyano-6,7,8,9-tetrahydropyrido[1,2-a]indol-10-yl]-4-(1-methyl-3-indolyl)furan-2,5-dione), CN(C=O)C (dimethylformamide). Solvent: N (ammonia). Yields the product C(#N)C1CC=2N(C3=CC=CC=C3C2C=2C(NC(C2C2=CN(C3=CC=CC=C23)C)=O)=O)CC1 (3-[8-cyano-6,7,8,9-tetrahydropyrido-[1,2-a]indol-10-yl]-4-(1-methyl-3-indolyl)-1H-pyrrole-2,5-dione). Reaction SMILES: [C:1]([CH:3]1[CH2:32][CH2:31][N:6]2[C:7]3[C:12]([C:13]([C:14]4[C:15](=[O:30])[O:16][C:17](=O)[C:18]=4[C:19]4[C:27]5[C:22](=[CH:23][CH:24]=[CH:25][CH:26]=5)[N:21]([CH3:28])[CH:20]=4)=[C:5]2[CH2:4]1)=[CH:11][CH:10]=[CH:9][CH:8]=3)#[N:2].C[N:34](C)C=O>N>[C:1]([CH:3]1[CH2:32][CH2:31][N:6]2[C:7]3[C:12]([C:13]([C:14]4[C:15](=[O:30])[NH:34][C:17](=[O:16])[C:18]=4[C:19]4[C:27]5[C:22](=[CH:23][CH:24]=[CH:25][CH:26]=5)[N:21]([CH3:28])[CH:20]=4)=[C:5]2[CH2:4]1)=[CH:11][CH:10]=[CH:9][CH:8]=3)#[N:2]. Procedure: A solution of 400 mg of 3-[8-cyano-6,7,8,9-tetrahydropyrido[1,2-a]indol-10-yl]-4-(1-methyl-3-indolyl)furan-2,5-dione in 12 ml of dimethylformamide and 12 ml of 33% aqueous ammonia was heated to 140° C. for 3 hours. The mixture was cooled and the resulting solid was filtered off and dried to give 275 mg of 3-[8-cyano-6,7,8,9-tetrahydropyrido-[1,2-a]indol-10-yl]-4-(1-methyl-3-indolyl)-1H-pyrrole-2,5-dione of melting point 312°-313° C. Run at time 4 hour. Reaction SMILES: C[C:2]1[C:7]([C:8]([O-])=[O:9])=[C:6](C)[C:5]([C:12]([O-])=[O:13])=[C:4](C)[C:3]=1[C:16]([O-])=[O:17].[H-].[H-].[H-].[H-].[Li+].[Al+3].CO.OS([O-])(=O)=O.[K+]>C1COCC1>[OH:9][CH2:8][C:7]1[CH:6]=[C:5]([CH2:12][OH:13])[CH:4]=[C:3]([CH2:16][OH:17])[CH:2]=1 |f:1.2.3.4.5.6,8.9|. Procedure details: Trimethyl-1,3,5-benzenetricarboxylate 14 (1.98 g, 7.83 mmol) in dry THF (30 mL) was added through a pressure-equalized addition funnel into a stirring suspension of LiAlH4 (0.95 g, 24.9 mmol) in dry THF (65 mL) at 0° C. under an argon atmosphere. The mixture was allowed to warm to rt and stirred for 4 hours. 1H NMR (CDCl3) was used to monitor the reaction. After determining a large amount of starting material remained, additional LiAlH4 (0.50 g, 13.1 mmol) was added to the reaction mixture and t... Isolated yield 72.5%. The solvent is C1CCOC1 (THF), C1CCOC1 (THF). Starting materials: CC1=C(C(=C(C(=C1C(=O)[O-])C)C(=O)[O-])C)C(=O)[O-] (Trimethyl-1,3,5-benzenetricarboxylate), [H-].[H-].[H-].[H-].[Li+].[Al+3] (LiAlH4), CO (MeOH), OS(=O)(=O)[O-].[K+] (KHSO4), [H-].[H-].[H-].[H-].[Li+].[Al+3] (LiAlH4). Yields the product OCC1=CC(=CC(=C1)CO)CO (1,3,5-Tris(hydroxymethyl)benzene). Starting materials: [Al+3].[Cl-].[Cl-].[Cl-] (AlCl3), COC1=C2C=CNC2=C(N=C1)N1N=C(C=C1)C (4-methoxy-7-(5-methylpyrazol-2-yl)-6-azaindole), C[N+](=O)[O-] (MeNO2), ClC(=O)C(=O)OC (ClCOCO2Me). Run in C(Cl)Cl (CH2Cl2). Run at temperature 0 celsius, time 5 hour. Product: COC(C(=O)C1=CNC2=C(N=CC(=C12)OC)C1=CC(=NN1)C)=O (4-methoxy-7-(3-methylpyrazol-5-yl)-6-azaindol-3-yl-oxoacetic acid methyl ester). Yield: 75.0%. Reaction SMILES: [Al+3].[Cl-].[Cl-].[Cl-].[CH3:5][O:6][C:7]1[CH:15]=[N:14][C:13](N2C=CC(C)=N2)=[C:12]2[C:8]=1[CH:9]=[CH:10][NH:11]2.Cl[C:23]([C:25]([O:27][CH3:28])=[O:26])=[O:24].[CH3:29][N+:30]([O-])=O>C(Cl)Cl>[CH3:28][O:27][C:25](=[O:26])[C:23]([C:9]1[C:8]2[C:12](=[C:13]([C:29]3[NH:30][N:11]=[C:12]([CH3:13])[CH:8]=3)[N:14]=[CH:15][C:7]=2[O:6][CH3:5])[NH:11][CH:10]=1)=[O:24] |f:0.1.2.3|. Reported procedure: To a solution of AlCl3 (0.411 g, 3.08 mmol) in CH2Cl2 (1.6 mL) and MeNO2 (0.4 mL) was added 4-methoxy-7-(5-methylpyrazol-2-yl)-6-azaindole (0.054 g, 0.237 mmol) as a solid. After dissolution of the starting material (ca. 5 min) ClCOCO2Me (0.087 mL, 0.946 mmol) was added and the mixture was allowed to stir for 5 h. The reaction was cooled to 0° C., quenched by the slow addition of 1 M aqueous NH4OAc and extracted with EtOAc (×3). The combined organic layers were washed (H2O, brine), dried (Na2SO4...